From a dataset of the Open Reaction Database (ORD), a public repository of structured organic reaction records. describe an organic reaction: reactants, conditions, products, and yield The reactants are ClC1=C2C(=NN=C1C1=CC=CC=C1)N(N=C2C2=C(C=CC=C2)Cl)C (4-chloro-3-(2-chlorophenyl)-1-methyl-5-phenyl-1H-pyrazolo[3,4-c]pyridazine), FC1=CC=C(C=C1)C1=NN(C(=C1)N)C (3-(4-fluorophenyl)-1-methyl-1H-pyrazol-5-amine). The product is ClC1=C2C(=NN=C1C1=CC=CC=C1)N(N=C2C2=CC=C(C=C2)F)C (4-Chloro-3-(4-fluorophenyl)-1-methyl-5-phenyl-1H-pyrazolo[3,4-c]pyridazine). RXN SMILES: [Cl:1][C:2]1[C:7]([C:8]2[CH:13]=[CH:12][CH:11]=[CH:10][CH:9]=2)=[N:6][N:5]=[C:4]2[N:14]([CH3:24])[N:15]=[C:16]([C:17]3[CH:22]=[CH:21][CH:20]=[CH:19][C:18]=3Cl)[C:3]=12.[F:25]C1C=CC(C2C=C(N)N(C)N=2)=CC=1>>[Cl:1][C:2]1[C:7]([C:8]2[CH:13]=[CH:12][CH:11]=[CH:10][CH:9]=2)=[N:6][N:5]=[C:4]2[N:14]([CH3:24])[N:15]=[C:16]([C:17]3[CH:22]=[CH:21][C:20]([F:25])=[CH:19][CH:18]=3)[C:3]=12. Procedure details: Compound 14 was synthesised following similar procedures outlined in Example 1 (Compound 37), starting from Step 2 using 3-(4-fluorophenyl)-1-methyl-1H-pyrazol-5-amine instead of 3-(2-chlorophenyl)-1-methyl-1H-pyrazol-5-amine. Starting materials: O=C(Cl)C(=O)Cl, NCCCCn1cnc(-c2ccccc2)c1-c1ccccc1, O=C(O)C=Cc1cccnc1. Yields the product O=C(C=Cc1cccnc1)NCCCCn1cnc(-c2ccccc2)c1-c1ccccc1. RXN SMILES: [Cl:12][C:13]([C:14]([Cl:15])=[O:16])=[O:17].[c:18]1(-[c:24]2[n:25][cH:26][n:27]([CH2:35][CH2:36][CH2:37][CH2:38][NH2:39])[c:28]2-[c:29]2[cH:30][cH:31][cH:32][cH:33][cH:34]2)[cH:19][cH:20][cH:21][cH:22][cH:23]1.[n:1]1[cH:2][c:3]([CH:7]=[CH:8][C:9](=[O:10])[OH:11])[cH:4][cH:5][cH:6]1>>[n:1]1[cH:2][c:3]([CH:7]=[CH:8][C:9](=[O:11])[NH:39][CH2:38][CH2:37][CH2:36][CH2:35][n:27]2[cH:26][n:25][c:24](-[c:18]3[cH:19][cH:20][cH:21][cH:22][cH:23]3)[c:28]2-[c:29]2[cH:30][cH:31][cH:32][cH:33][cH:34]2)[cH:4][cH:5][cH:6]1.